describe an organic reaction: reactants, conditions, products, and yield From a dataset of the Open Reaction Database (ORD), a public repository of structured organic reaction records. Starting materials: CCCCCCC(C)OC(=O)c1ccc(-c2ccc(C3CCC(O)CC3)cc2)cc1, CN(C)c1ccncc1, C(=NC1CCCCC1)=NC1CCCCC1, ClCCl, CCCCC(F)C(=O)O. Yields the product CCCCCCC(C)OC(=O)c1ccc(-c2ccc(C3CCC(OC(=O)C(F)CCCC)CC3)cc2)cc1. Reaction SMILES: [CH3:10][CH:11]([CH2:12][CH2:13][CH2:14][CH2:15][CH2:16][CH3:17])[O:18][C:19](=[O:20])[c:21]1[cH:22][cH:23][c:24](-[c:27]2[cH:28][cH:29][c:30]([CH:33]3[CH2:34][CH2:35][CH:36]([OH:39])[CH2:37][CH2:38]3)[cH:31][cH:32]2)[cH:25][cH:26]1.[CH3:55][N:56]([CH3:57])[c:58]1[cH:59][cH:60][n:61][cH:62][cH:63]1.[CH:40]1([N:41]=[C:42]=[N:43][CH:44]2[CH2:45][CH2:46][CH2:47][CH2:48][CH2:49]2)[CH2:50][CH2:51][CH2:52][CH2:53][CH2:54]1.[Cl:64][CH2:65][Cl:66].[F:1][CH:2]([C:3](=[O:4])[OH:5])[CH2:6][CH2:7][CH2:8][CH3:9]>>[F:1][CH:2]([C:3](=[O:4])[O:5][CH:36]1[CH2:35][CH2:34][CH:33]([c:30]2[cH:29][cH:28][c:27](-[c:24]3[cH:23][cH:22][c:21]([C:19]([O:18][CH:11]([CH3:10])[CH2:12][CH2:13][CH2:14][CH2:15][CH2:16][CH3:17])=[O:20])[cH:26][cH:25]3)[cH:32][cH:31]2)[CH2:38][CH2:37]1)[CH2:6][CH2:7][CH2:8][CH3:9]. The reactants are CC#N, CC(C)(C)OC(=O)N(C(=O)OC(C)(C)C)c1nc(C=O)c[nH]1, O=C1CCC(=O)N1Cl. Yields the product CC(C)(C)OC(=O)N(C(=O)OC(C)(C)C)c1nc(Cl)c(C=O)[nH]1. As a reaction SMILES: [CH3:31][C:32]#[N:33].[CH3:9][C:10]([CH3:11])([CH3:12])[O:13][C:14](=[O:15])[N:16]([C:17](=[O:18])[O:19][C:20]([CH3:21])([CH3:22])[CH3:23])[c:24]1[nH:25][cH:26][c:27]([CH:29]=[O:30])[n:28]1.[Cl:1][N:2]1[C:3](=[O:4])[CH2:5][CH2:6][C:7]1=[O:8]>>[Cl:1][c:26]1[n:25][c:24]([N:16]([C:14]([O:13][C:10]([CH3:9])([CH3:11])[CH3:12])=[O:15])[C:17](=[O:18])[O:19][C:20]([CH3:21])([CH3:22])[CH3:23])[nH:28][c:27]1[CH:29]=[O:30]. Reactants: C1(CCC1)C1=NCCC2=CC=C(C=C12)OC (1-cyclobutyl-7-methoxy-3,4-dihydroisoquinoline), ClC1=NC=CC=C1 (2-chloropyridine). Solvent: O1CCCC1 (tetrahydrofuran). Reaction conditions: temperature -23 celsius, time 15 minute. Product: COC1=CC=C2CCN=C(C2=C1)C1(CCC1)C1=NC=CC=C1 (7-methoxy-1-[1-(2-pyridyl)cyclobutyl]-3,4-dihydroisoquinoline). RXN SMILES: [CH:1]1([C:5]2[C:14]3[C:9](=[CH:10][CH:11]=[C:12]([O:15][CH3:16])[CH:13]=3)[CH2:8][CH2:7][N:6]=2)[CH2:4][CH2:3][CH2:2]1.Cl[C:18]1[CH:23]=[CH:22][CH:21]=[CH:20][N:19]=1>O1CCCC1>[CH3:16][O:15][C:12]1[CH:13]=[C:14]2[C:9]([CH2:8][CH2:7][N:6]=[C:5]2[C:1]2([C:18]3[CH:23]=[CH:22][CH:21]=[CH:20][N:19]=3)[CH2:2][CH2:3][CH2:4]2)=[CH:10][CH:11]=1. Reported procedure: After 15 minutes, the solution was cooled to -23° C. and a solution of 1-cyclobutyl-7-methoxy-3,4-dihydroisoquinoline (3 g) in tetrahydrofuran (34 ml) was added. After 30 minutes the mixture was cooled to -78° C., treated with 2-chloropyridine (1.56 ml), stirred for 1 hour then warmed to ambient temperature. The mixture was heated under reflux for 5 minutes, stirred for 16 hours at ambient temperature, then heated under reflux for 30 minutes. The reaction mixture was poured onto water and extrac... Reactants: C(C1=CC=CC=C1)Br (benzyl bromide), ClC1=NC=CC(=N1)Cl (2,4-dichloropyrimidine), Intermediate 2. Yields the product ClC1=NC=CC(=N1)CC1=CC=CC=C1 (2-Chloro-4-benzyl pyrimidine). As a reaction SMILES: [CH2:1](Br)[C:2]1[CH:7]=[CH:6][CH:5]=[CH:4][CH:3]=1.[Cl:9][C:10]1[N:15]=[C:14](Cl)[CH:13]=[CH:12][N:11]=1>>[Cl:9][C:10]1[N:15]=[C:14]([CH2:1][C:2]2[CH:7]=[CH:6][CH:5]=[CH:4][CH:3]=2)[CH:13]=[CH:12][N:11]=1. Procedure: The title compound (quantitiative yield) was prepared from benzyl bromide (1.71 g, 1.19 ml, 10 mmol) and 2,4-dichloropyrimidine (1.49 g, 10 mmol) in a similar manner to Intermediate 2, and was used without purification. Procedure: 10.4 g (50 mmol) of α-oxo-4-ethoxyphenylacetic acid (Bandyopahyay et al., J. Ind. Chem. Soc. 66(4), 239, 1989) and 1.0 g of p-toluenesulfonic acid-monohydrate are refluxed into a mixture of 100 ml of toluene and 50 ml of N-propanol while in a water separator until no more water separates out. Then, it is concentrated by evaporation in a vacuum, the residue is dispersed between ethyl acetate and sodium bicarbonate solution, the organic phase is dried on magnesium sulfate, filtered and concentrate... Starting materials: O=C(C(=O)O)C1=CC=C(C=C1)OCC (α-oxo-4-ethoxyphenylacetic acid), O.C1(=CC=C(C=C1)S(=O)(=O)O)C (p-toluenesulfonic acid-monohydrate), C1(=CC=CC=C1)C (toluene), CCCO (N-propanol). RXN SMILES: [O:1]=[C:2]([C:6]1[CH:11]=[CH:10][C:9]([O:12][CH2:13][CH3:14])=[CH:8][CH:7]=1)[C:3]([OH:5])=[O:4].O.[C:16]1(C)[CH:21]=CC(S(O)(=O)=O)=C[CH:17]=1.C1(C)C=CC=CC=1.CCCO>O>[CH2:17]([O:4][C:3](=[O:5])[C:2]([C:6]1[CH:11]=[CH:10][C:9]([O:12][CH2:13][CH3:14])=[CH:8][CH:7]=1)=[O:1])[CH2:16][CH3:21] |f:1.2|. The solvent is O (water), O (water). The product is C(CC)OC(C(=O)C1=CC=C(C=C1)OCC)=O (α-Oxo-4-ethoxyphenylacetic acid-propyl ester). Procedure details: Following General Procedure C, 4-(9-methyl-2-(2-methyl-1H-benzo[d]imidazol-1-yl)-8-(piperidin-4-ylmethyl)-9H-purin-6-yl)morpholine and 2-bromo-N,2-dimethylpropanamide were reacted to give 585. LCMS m/z: 273.8 (2M+H+) Starting materials: CN1C2=NC(=NC(=C2N=C1CC1CCNCC1)N1CCOCC1)N1C(=NC2=C1C=CC=C2)C (4-(9-methyl-2-(2-methyl-1H-benzo[d]imidazol-1-yl)-8-(piperidin-4-ylmethyl)-9H-purin-6-yl)morpholine), BrC(C(=O)NC)(C)C (2-bromo-N,2-dimethylpropanamide). Product: CNC(C(C)(N1CCC(CC1)CC=1N(C2=NC(=NC(=C2N1)N1CCOCC1)N1C(=NC2=C1C=CC=C2)C)C)C)=O (N,2-dimethyl-2-(4-((9-methyl-2-(2-methyl-1H-benzo[d]imidazol-1-yl)-6-morpholino-9H-purin-8-yl)methyl)piperidin-1-yl)propanamide). Reaction SMILES: [CH3:1][N:2]1[C:10]([CH2:11][CH:12]2[CH2:17][CH2:16][NH:15][CH2:14][CH2:13]2)=[N:9][C:8]2[C:3]1=[N:4][C:5]([N:24]1[C:28]3[CH:29]=[CH:30][CH:31]=[CH:32][C:27]=3[N:26]=[C:25]1[CH3:33])=[N:6][C:7]=2[N:18]1[CH2:23][CH2:22][O:21][CH2:20][CH2:19]1.Br[C:35]([CH3:41])([CH3:40])[C:36]([NH:38][CH3:39])=[O:37]>>[CH3:39][NH:38][C:36](=[O:37])[C:35]([CH3:41])([N:15]1[CH2:16][CH2:17][CH:12]([CH2:11][C:10]2[N:2]([CH3:1])[C:3]3[C:8]([N:9]=2)=[C:7]([N:18]2[CH2:19][CH2:20][O:21][CH2:22][CH2:23]2)[N:6]=[C:5]([N:24]2[C:28]4[CH:29]=[CH:30][CH:31]=[CH:32][C:27]=4[N:26]=[C:25]2[CH3:33])[N:4]=3)[CH2:13][CH2:14]1)[CH3:40]. Reactants: BrCC=1SC=C(C1)Br (2-bromomethyl-4-bromothiophene), [C-]#N.[Na+] (sodium cyanide), IC1=CC=C(C=C1)CC#N (4-iodophenylacetonitrile). Product: BrC=1C=C(SC1)CC#N (4-bromothiophen-2-ylacetonitrile). Yield: 37.0%. RXN SMILES: Br[CH2:2][C:3]1[S:4][CH:5]=[C:6]([Br:8])[CH:7]=1.[C-]#N.[Na+].IC1C=CC(C[C:20]#[N:21])=CC=1>>[Br:8][C:6]1[CH:7]=[C:3]([CH2:2][C:20]#[N:21])[S:4][CH:5]=1 |f:1.2|. Procedure details: A mixture of the above 4-bromothiophen-2-ylmethanol (4.83 g, 25 mmol) and 63 ml of 47% hydrobromic acid was stirred vigorously for 30 minutes at room temperature. The reaction mixture was extracted with pentane to give 5.31 g (yiel: 82.8%) of 2-bromomethyl-4-bromothiophene as a pale yellow oil. Thus obtained 5.12 g of 2-bromomethyl-4-bromothiophene was reacted with sodium cyanide according to the same procedure as in the synthesis of 4-iodophenylacetonitrile of example 5 to give 1.50 g (yield: 3... Starting materials: COCCCc1cn(C)c2ccc(Br)cc12, [Li]CCCC, CCCC[Mg]CCCC, CN1CCOCC1, CC(C)C(C=O)CC1COC(C)(C)N1C(=O)OC(C)(C)C, C1CCOC1. Yields the product COCCCc1cn(C)c2ccc(C(O)C(CC3COC(C)(C)N3C(=O)OC(C)(C)C)C(C)C)cc12. As a reaction SMILES: [Br:15][c:16]1[cH:17][c:18]2[c:19]([CH2:26][CH2:27][CH2:28][O:29][CH3:30])[cH:20][n:21]([CH3:25])[c:22]2[cH:23][cH:24]1.[CH2:10]([Li:11])[CH2:12][CH2:13][CH3:14].[CH2:1]([Mg:2][CH2:3][CH2:4][CH2:5][CH3:6])[CH2:7][CH2:8][CH3:9].[CH3:31][N:32]1[CH2:33][CH2:34][O:35][CH2:36][CH2:37]1.[CH:38](=[O:39])[CH:40]([CH2:41][CH:42]1[N:43]([C:49](=[O:50])[O:51][C:52]([CH3:53])([CH3:54])[CH3:55])[C:44]([CH3:47])([CH3:48])[O:45][CH2:46]1)[CH:56]([CH3:57])[CH3:58].[O:59]1[CH2:60][CH2:61][CH2:62][CH2:63]1>>[c:16]1([CH:38]([OH:39])[CH:40]([CH2:41][CH:42]2[N:43]([C:49](=[O:50])[O:51][C:52]([CH3:53])([CH3:54])[CH3:55])[C:44]([CH3:47])([CH3:48])[O:45][CH2:46]2)[CH:56]([CH3:57])[CH3:58])[cH:17][c:18]2[c:19]([CH2:26][CH2:27][CH2:28][O:29][CH3:30])[cH:20][n:21]([CH3:25])[c:22]2[cH:23][cH:24]1. The reactants are ClC1=C2C(C(=O)N(C2=O)C2=CC=CC3=C2OC(=C3C)C)=C(C=C1)Cl (7-(3,6-dichlorophthalimido)-2,3-dimethylbenzo[b]furan), [OH-].[Na+] (sodium hydroxide), Cl (hydrochloric acid). The solvent is CO (methanol). Run at time 8 hour. Product: C(=O)(O)C1=C(C=CC(=C1C(=O)NC1=CC=CC2=C1OC(=C2C)C)Cl)Cl (7-(6-carboxy-2,5-dichlorobenzoylamino)-2,3-dimethylbenzo[b]furan). Reaction SMILES: [Cl:1][C:2]1[CH:23]=[CH:22][C:21]([Cl:24])=[C:4]2[C:5]([N:7]([C:10]3[C:15]4[O:16][C:17]([CH3:20])=[C:18]([CH3:19])[C:14]=4[CH:13]=[CH:12][CH:11]=3)[C:8](=[O:9])[C:3]=12)=[O:6].[OH-:25].[Na+].Cl>CO>[C:5]([C:4]1[C:3]([C:8]([NH:7][C:10]2[C:15]3[O:16][C:17]([CH3:20])=[C:18]([CH3:19])[C:14]=3[CH:13]=[CH:12][CH:11]=2)=[O:9])=[C:2]([Cl:1])[CH:23]=[CH:22][C:21]=1[Cl:24])([OH:25])=[O:6] |f:1.2|. Reported procedure: A solution of 7-(3,6-dichlorophthalimido)-2,3-dimethylbenzo[b]furan (100 mg) in a mixture of aqueous 1N-sodium hydroxide (2 ml) and methanol (3 ml) was stirred at ambient temperature overnight. The reaction mixture was acidified with 1N-hydrochloric acid. The separated solid was collected, washed with water and dried to give 7-(6-carboxy-2,5-dichlorobenzoylamino)-2,3-dimethylbenzo[b]furan (60 mg). The reactants are O=C(CNC(=O)C=1C=NC(=NC1)C1=CC=CC=C1)C1=CC=CC=C1 (N-(2-oxo-2-phenylethyl)-2-phenylpyrimidine-5-carboxamide), N1=CC=CC=C1 (pyridine), C([O-])(O)=O.[Na+] (sodium bicarbonate). Run in O=P(Cl)(Cl)Cl (POCl3), C(C)(=O)OCC (ethyl acetate). Reaction conditions: temperature 70 celsius, time 15 minute. Yields the product C1(=CC=CC=C1)C1=CN=C(O1)C=1C=NC(=NC1)C1=CC=CC=C1 (5-Phenyl-2-(2-phenylpyrimidin-5-yl)oxazole). The yield is 65.5%. Reaction SMILES: O=[C:2]([C:19]1[CH:24]=[CH:23][CH:22]=[CH:21][CH:20]=1)[CH2:3][NH:4][C:5]([C:7]1[CH:8]=[N:9][C:10]([C:13]2[CH:18]=[CH:17][CH:16]=[CH:15][CH:14]=2)=[N:11][CH:12]=1)=[O:6].N1C=CC=CC=1.C(=O)(O)[O-].[Na+]>O=P(Cl)(Cl)Cl.C(OCC)(=O)C>[C:19]1([C:2]2[O:6][C:5]([C:7]3[CH:8]=[N:9][C:10]([C:13]4[CH:18]=[CH:17][CH:16]=[CH:15][CH:14]=4)=[N:11][CH:12]=3)=[N:4][CH:3]=2)[CH:24]=[CH:23][CH:22]=[CH:21][CH:20]=1 |f:2.3|. Procedure details: To a solution consisting of N-(2-oxo-2-phenylethyl)-2-phenylpyrimidine-5-carboxamide (Step A, 80 mg, 0.25 mmol) in POCl3 (1.0 mL) was added pyridine (2.0 mL). The solution was heated at 70° C. for six hours and was subsequently allowed to cool to room temperature. The solution was diluted with ethyl acetate (10 mL) and poured into a chilled saturated aqueous sodium bicarbonate solution (40 mL). After stirring for 15 minutes, the mixture was extracted with ethyl acetate (3×25 mL) and the combined...